From a dataset of the Open Reaction Database (ORD), a public repository of structured organic reaction records. describe an organic reaction: reactants, conditions, products, and yield Reactants: ClC1=CC=C(C=C1)NC1=C(CCC1)C#N (2-(4-Chlorophenyl) amino-cyclopentene-1-carbonitrile). The reagents and catalysts are [Ti](Cl)(Cl)(Cl)Cl (titanium tetrachloride). Solvent: [OH-].[Na+] (sodium hydroxide). Conditions: temperature 140 celsius. The product is NC1=C2C(=NC=3C=CC(=CC13)Cl)CCC2 (9-Amino-7-chloro-2,3-dihydro-1H-cyclopenta-[b] quinoline). As a reaction SMILES: [Cl:1][C:2]1[CH:7]=[CH:6][C:5]([NH:8][C:9]2[CH2:13][CH2:12][CH2:11][C:10]=2[C:14]#[N:15])=[CH:4][CH:3]=1>[Ti](Cl)(Cl)(Cl)Cl.[OH-].[Na+]>[NH2:15][C:14]1[C:4]2[CH:3]=[C:2]([Cl:1])[CH:7]=[CH:6][C:5]=2[N:8]=[C:9]2[CH2:13][CH2:12][CH2:11][C:10]=12 |f:2.3|. Procedure details: Under nitrogen, titanium tetrachloride (1.2 ml, 11 mmol) was added to the above enamine (Example 14) (2.2 g, 10 mmol) and the stirred mixture was heated at 140° C. for 1 hour. After cooling, 10M-sodium hydroxide solution (20 ml) was added and the mixture heated under reflux for 1 hour. After being allowed to cool, this mixture was filtered and the solids washed with dichloromethane. Any organics in the filtrate were also extracted into dichloromethane. All extracts were combined, dried (Na2SO4),...